This data is from the Open Reaction Database (ORD), a public repository of structured organic reaction records. The task is: describe an organic reaction: reactants, conditions, products, and yield Reactants: BrC1=CC(=CS1)C(=O)O (5-Bromo-thiophene-3-carboxylic acid), CO (methanol), S(O)(O)(=O)=O (sulphuric acid). The product is COC(=O)C1=CSC(=C1)Br (5-Bromo-thiophene-3-carboxylic acid methyl ester). Reaction SMILES: [Br:1][C:2]1[S:6][CH:5]=[C:4]([C:7]([OH:9])=[O:8])[CH:3]=1.S(=O)(=O)(O)O.[CH3:15]O>>[CH3:15][O:8][C:7]([C:4]1[CH:3]=[C:2]([Br:1])[S:6][CH:5]=1)=[O:9]. Reported procedure: 5-Bromo-thiophene-3-carboxylic acid (13 g, 64 mmol) was dissolved in methanol (140 mL). Concentrated sulphuric acid (6.5 mL) was added and the mixture heated at reflux for 14 hours. The reaction was quenched by adding a solution of saturated aqueous sodium bicarbonate and most of the solvent was removed by evaporation under vacuum. The mixture was then diluted with a solution of saturated aqueous sodium bicarbonate and the product extracted with DCM. The organic solution was dried over sodium su... The reactants are C[C@@H]1N(CCN(C1)S(=O)(=O)C1=C(C=CC(=C1)C(F)(F)F)C)C(=O)OC(C)(C)C (1,1-dimethylethyl (2S)-2-methyl-4-{[2-methyl-5-(trifluoromethyl)phenyl]sulfonyl}-1-piperazinecarboxylate), Cl (HCl). Run in O1CCOCC1 (1,4-Dioxane), O1CCOCC1 (dioxane). Run at time 8 hour. The product is C[C@H]1CN(CCN1)S(=O)(=O)C1=C(C=CC(=C1)C(F)(F)F)C ((3S)-3-methyl-1-{[2-methyl-5-(trifluoromethyl)phenyl]sulfonyl}piperazine). Reaction SMILES: [CH3:1][C@H:2]1[CH2:7][N:6]([S:8]([C:11]2[CH:16]=[C:15]([C:17]([F:20])([F:19])[F:18])[CH:14]=[CH:13][C:12]=2[CH3:21])(=[O:10])=[O:9])[CH2:5][CH2:4][N:3]1C(OC(C)(C)C)=O.Cl>O1CCOCC1>[CH3:1][C@@H:2]1[NH:3][CH2:4][CH2:5][N:6]([S:8]([C:11]2[CH:16]=[C:15]([C:17]([F:20])([F:18])[F:19])[CH:14]=[CH:13][C:12]=2[CH3:21])(=[O:9])=[O:10])[CH2:7]1. Procedure: 1,1-dimethylethyl (2S)-2-methyl-4-{[2-methyl-5-(trifluoromethyl)phenyl]sulfonyl}-1-piperazinecarboxylate (may be prepared as described in Description 26) (2.1 g, 4.97 mmol) in 1,4-Dioxane (50 mL) was treated by 4 M HCl in dioxane (6.21 mL, 24.85 mmol). The reaction mixture was stirred overnight at room temperature. LCMS showed a 1:1 ratio between starting material and expected product. 4 M HCl in dioxane (6.21 mL, 24.85 mmol) was added and the reaction mixture stirred for 4 h. LCMS showed about ... Starting materials: C([O-])([O-])=O.[K+].[K+] (potassium carbonate), C(C)OC1=CC=C(COC=2C=CC3=C(C=C(CCS3(=O)=O)C(=O)OC)C2)C=C1 (methyl 7-[(4-ethoxybenzyl)oxy]-1,1-dioxo-2,3-dihydro-1-benzothiepine-4-carboxylate), Cl (hydrochloric acid). Solvent: C1CCOC1.CO (THF methanol). Run at temperature 70 celsius, time 16.5 hour. The product is CC1S(C2=C(C=C(C1)C(=O)O)C=C(C=C2)OCC2=CC=C(C=C2)OCC)(=O)=O (methyl 7-[(4-ethoxybenzyl)oxy]-1,1-dioxo-2,3-dihydro-1-benzothiepine-4-carboxylic acid). The yield is 73.5%. RXN SMILES: [CH2:1]([O:3][C:4]1[CH:28]=[CH:27][C:7]([CH2:8][O:9][C:10]2[CH:11]=[CH:12][C:13]3[S:19](=[O:21])(=[O:20])[CH2:18][CH2:17][C:16]([C:22]([O:24]C)=[O:23])=[CH:15][C:14]=3[CH:26]=2)=[CH:6][CH:5]=1)[CH3:2].[C:29](=O)([O-])[O-].[K+].[K+].Cl>C1COCC1.CO>[CH3:29][CH:18]1[CH2:17][C:16]([C:22]([OH:24])=[O:23])=[CH:15][C:14]2[CH:26]=[C:10]([O:9][CH2:8][C:7]3[CH:27]=[CH:28][C:4]([O:3][CH2:1][CH3:2])=[CH:5][CH:6]=3)[CH:11]=[CH:12][C:13]=2[S:19]1(=[O:20])=[O:21] |f:1.2.3,5.6|. Procedure details: Into a suspension of methyl 7-[(4-ethoxybenzyl)oxy]-1,1-dioxo-2,3-dihydro-1-benzothiepine-4-carboxylate (200 mg) in THF/methanol (6/3 ml) was added at room temperature an aqueous solution (0.7 ml) of potassium carbonate (137 mg), and the resulting mixture was stirred at 70° C. for 16.5 hours. After cooling to room temperature, 1 N hydrochloric acid was added to the reaction mixture, which was extracted with ethyl acetate. The organic layer was washed with water and an aqueous saturated solution ... Reactants: FC(C(=O)O)(F)F (Trifluoroacetic acid), C1(CCCC1)SC1=C(C=NN1C1=CC=C(C=C1)C(=O)OC)C(=O)OC(C)(C)C (tert-butyl 5-(cyclopentylthio)-1-(4-(methoxycarbonyl)phenyl)-1H-pyrazole-4-carboxylate). Solvent: C(Cl)Cl (CH2Cl2). Conditions: temperature 20 celsius, time 24 hour. The product is C1(CCCC1)SC1=C(C=NN1C1=CC=C(C=C1)C(=O)OC)C(=O)O (5-(cyclopentylthio)-1-(4-(methoxycarbonyl)phenyl)-1H-pyrazole-4-carboxylic acid). Isolated yield 99.3%. As a reaction SMILES: FC(F)(F)C(O)=O.[CH:8]1([S:13][C:14]2[N:18]([C:19]3[CH:24]=[CH:23][C:22]([C:25]([O:27][CH3:28])=[O:26])=[CH:21][CH:20]=3)[N:17]=[CH:16][C:15]=2[C:29]([O:31]C(C)(C)C)=[O:30])[CH2:12][CH2:11][CH2:10][CH2:9]1>C(Cl)Cl>[CH:8]1([S:13][C:14]2[N:18]([C:19]3[CH:24]=[CH:23][C:22]([C:25]([O:27][CH3:28])=[O:26])=[CH:21][CH:20]=3)[N:17]=[CH:16][C:15]=2[C:29]([OH:31])=[O:30])[CH2:9][CH2:10][CH2:11][CH2:12]1. Procedure: Trifluoroacetic acid (2.63 mL, 34.29 mmol) was added to tert-butyl 5-(cyclopentylthio)-1-(4-(methoxycarbonyl)phenyl)-1H-pyrazole-4-carboxylate (Intermediate#94) (1.38 g, 3.43 mmol) in CH2Cl2 (25 mL) The resulting solution was stirred at 20° C. for 24 hours. The reaction mixture was evaporated to dryness, re-dissolved in dioxan (20 mL) and re-evaporated to dryness to afford 5-(cyclopentylthio)-1-(4-(methoxycarbonyl)phenyl)-1H-pyrazole-4-carboxylic acid (1.180 g, 99%) as a white crystalline solid.